This data is from the Open Reaction Database (ORD), a public repository of structured organic reaction records. The task is: describe an organic reaction: reactants, conditions, products, and yield Reported procedure: <Production of 4-chloro-6-[3-(trifluoromethyl)phenoxy] picolinic acid methyl ester as an intermediate product>3-(trifluoromethyl) phenol (3.15 g, 0.0019 mol) was dissolved in 50 ml of dried dioxane. Sodium hydride (0.8 g (ca. 60% in mineral oil), 0.0019×1.05 mol) was added to the obtained solution at room temperature. After completion of the foaming, a solution obtained by dissolving 4,6-dichloro picolinic acid methyl ester (4.0 g, 0.0019 mol) in 5 ml of dried dioxane, was dropped into the above... The reagents and catalysts are [Cu](I)I (copper iodide). The solvent is O1CCOCC1 (dioxane), O1CCOCC1 (dioxane), O (water). Starting materials: COC(C1=NC(=CC(=C1)Cl)Cl)=O (4,6-dichloro picolinic acid methyl ester), resultant mixture, COC(C1=NC(=CC(=C1)Cl)OC1=CC(=CC=C1)C(F)(F)F)=O (4-chloro-6-[3-(trifluoromethyl)phenoxy] picolinic acid methyl ester), FC(C=1C=C(C=CC1)O)(F)F (3-(trifluoromethyl) phenol), [H-].[Na+] (Sodium hydride). As a reaction SMILES: C[O:2][C:3](=[O:22])[C:4]1[CH:9]=[C:8]([Cl:10])[CH:7]=[C:6]([O:11][C:12]2[CH:17]=[CH:16][CH:15]=[C:14]([C:18]([F:21])([F:20])[F:19])[CH:13]=2)[N:5]=1.FC(F)(F)C1C=C(O)C=CC=1.[H-].[Na+].COC(=O)C1C=C(Cl)C=C(Cl)N=1>O1CCOCC1.[Cu](I)I.O>[Cl:10][C:8]1[CH:7]=[C:6]([O:11][C:12]2[CH:17]=[CH:16][CH:15]=[C:14]([C:18]([F:19])([F:20])[F:21])[CH:13]=2)[N:5]=[C:4]([C:3]([OH:22])=[O:2])[CH:9]=1 |f:2.3|. The product is ClC1=CC(=NC(=C1)OC1=CC(=CC=C1)C(F)(F)F)C(=O)O (4-chloro-6-[3-(trifluoromethyl)phenoxy] picolinic acid). Conditions: temperature 125 celsius, time 10 hour. Reactants: BrC1=C(C(=CC(=C1)Cl)Cl)O (2-Bromo-4,6-dichlorophenol), Cl (HCl), C([O-])([O-])=O.[K+].[K+] (potassium carbonate), CI (methyl iodide). Solvent: CC(=O)C (acetone). Reaction conditions: temperature 0 celsius. The product is BrC1=C(C(=CC(=C1)Cl)Cl)OC (1-Bromo-3,5-dichloro-2-methoxybenzene). Yield: 113.1%. As a reaction SMILES: [Br:1][C:2]1[CH:7]=[C:6]([Cl:8])[CH:5]=[C:4]([Cl:9])[C:3]=1[OH:10].[C:11](=O)([O-])[O-].[K+].[K+].CI.Cl>CC(C)=O>[Br:1][C:2]1[CH:7]=[C:6]([Cl:8])[CH:5]=[C:4]([Cl:9])[C:3]=1[O:10][CH3:11] |f:1.2.3|. Procedure details: 2-Bromo-4,6-dichlorophenol (Preparation 24, 4.6 g, 19 mmol), potassium carbonate (4.5 g, 32.3 mmol) and methyl iodide (1.8 ml, 20.5 mmol) were combined in 46 ml acetone and heated to reflux for 18 hours. The reaction was cooled to 0° C., 1N HCl (aqueous) was added to give pH 3, and the reaction was extracted into 50 ml ethyl acetate. The organic layer was washed with brine (2×20 ml), dried over sodium sulphate and concentrated in vacuo to afford the title compound as a brown solid (5.5 g). Reactants: CS(=O)(=O)C1=CC(=CC2=C1C(=NCC(N2)=S)C2=CC(=CC=C2)F)Br (1,3-dihydro-6-(methylsulfonyl)-8-bromo-5-(m-fluorophenyl)-2H-1,4-benzodiazepine-2-thione), OCC(=O)NN (hydroxyacetic acid hydrazide). The solvent is C(CCC)O (n-butyl alcohol). The product is CS(=O)(=O)C1=CC(=CC2=C1C(=NCC=1N2C(=NN1)CO)C1=CC(=CC=C1)F)Br (7-(methylsulfonyl)-9-bromo-1-(hydroxymethyl)-6-(m-fluorophenyl)-4H-s-triazolo[4,3-a][1,4]benzodiazepine). As a reaction SMILES: [CH3:1][S:2]([C:5]1[C:10]2[C:11]([C:17]3[CH:22]=[CH:21][CH:20]=[C:19]([F:23])[CH:18]=3)=[N:12][CH2:13][C:14](=S)[NH:15][C:9]=2[CH:8]=[C:7]([Br:24])[CH:6]=1)(=[O:4])=[O:3].[OH:25][CH2:26][C:27]([NH:29][NH2:30])=O>C(O)CCC>[CH3:1][S:2]([C:5]1[C:10]2[C:11]([C:17]3[CH:22]=[CH:21][CH:20]=[C:19]([F:23])[CH:18]=3)=[N:12][CH2:13][C:14]3[N:15]([C:27]([CH2:26][OH:25])=[N:29][N:30]=3)[C:9]=2[CH:8]=[C:7]([Br:24])[CH:6]=1)(=[O:4])=[O:3]. Procedure: In the manner given in Example 11, a solution of 1,3-dihydro-6-(methylsulfonyl)-8-bromo-5-(m-fluorophenyl)-2H-1,4-benzodiazepine-2-thione and hydroxyacetic acid hydrazide in n-butyl alcohol was refluxed to give 7-(methylsulfonyl)-9-bromo-1-(hydroxymethyl)-6-(m-fluorophenyl)-4H-s-triazolo[4,3-a][1,4]benzodiazepine. Reactants: N[C@H](C(=O)NCCC1=C(C=CC(=C1)Cl)N1N=NN=C1)CC1=CC=CC=C1 ((S)-2-amino-N-(5-chloro-2-(1H-tetrazol-1-yl)phenethyl)-3-phenylpropanamide), ClC=1C=CC(=C(C1)CCN)N1N=NN=C1 (2-(5-chloro-2-(1H-tetrazol-1-yl)phenyl)ethanamine), C(C)(C)(C)OC(=O)N[C@H](C(=O)O)CC1=CC=CC=C1 ((S)-2-(tert-butoxycarbonylamino)-3-phenylpropanoic acid), C(CCl)Cl (EDC), C=1C=CC2=C(C1)N=NN2O (HOBt), CCN(C(C)C)C(C)C (DIEA). Solvent: CN(C)C=O (DMF). Conditions: time 2.5 hour. The product is ClC=1C=CC(=C(CCNC([C@H](CC2=CC=CC=C2)NC(=O)C2=CC=C(C(=O)O)C=C2)=O)C1)N1N=NN=C1 ((S)-4-(1-(5-chloro-2-(1H-tetrazol-1-yl)phenethylamino)-1-oxo-3-phenylpropan-2-ylcarbamoyl)benzoic acid). Reaction SMILES: N[C@@H:2]([CH2:20][C:21]1C=CC=CC=1)[C:3](NCCC1C=C(Cl)C=CC=1N1C=NN=N1)=[O:4].[Cl:27][C:28]1[CH:29]=[CH:30][C:31]([N:37]2[CH:41]=[N:40][N:39]=[N:38]2)=[C:32]([CH2:34][CH2:35][NH2:36])[CH:33]=1.C(O[C:47]([NH:49][C@@H:50]([CH2:54][C:55]1[CH:60]=[CH:59][CH:58]=[CH:57][CH:56]=1)[C:51]([OH:53])=O)=[O:48])(C)(C)C.C(Cl)CCl.C1C=CC2N([OH:74])N=NC=2C=1.CCN([CH:81]([CH3:83])[CH3:82])C(C)C>CN(C=O)C>[Cl:27][C:28]1[CH:29]=[CH:30][C:31]([N:37]2[CH:41]=[N:40][N:39]=[N:38]2)=[C:32]([CH:33]=1)[CH2:34][CH2:35][NH:36][C:51](=[O:53])[C@@H:50]([NH:49][C:47]([C:82]1[CH:81]=[CH:83][C:2]([C:3]([OH:74])=[O:4])=[CH:20][CH:21]=1)=[O:48])[CH2:54][C:55]1[CH:56]=[CH:57][CH:58]=[CH:59][CH:60]=1. Procedure details: (S)-2-amino-N-(5-chloro-2-(1H-tetrazol-1-yl)phenethyl)-3-phenylpropanamide: To a mixture of 2-(5-chloro-2-(1H-tetrazol-1-yl)phenyl)ethanamine (0.179 g, 0.8 mmol), (S)-2-(tert-butoxycarbonylamino)-3-phenylpropanoic acid (0.233 g, 0.880 mmol), EDC (0.169 g, 0.880 mmol) and HOBt (0.135 g, 0.880 mmol) in DMF (10 mL) was added DIEA (excess, 1.0 mL). The resulted mixture was stirred at rt for 2.5 h. Most of the solvent was removed and the residue was diluted with ethyl acetate, washed with water, 1N H... The reactants are ClC1=NC(=NC(=C1[N+](=O)[O-])N)SC (4-chloro-6-amino-2-methylthio-5-nitro-pyrimidine), N1CCS(CC1)=O (thiomorpholine-1-oxide). Run in CC(=O)C (acetone), CC(=O)C (acetone). Product: NC1=C(C(=NC(=N1)SC)N1CCS(CC1)=O)[N+](=O)[O-] (6-Amino-2-methylthio-5-nitro-4-(1-oxido-thiomorpholino)pyrimidine). The yield is 78.2%. Reaction SMILES: Cl[C:2]1[C:7]([N+:8]([O-:10])=[O:9])=[C:6]([NH2:11])[N:5]=[C:4]([S:12][CH3:13])[N:3]=1.[NH:14]1[CH2:19][CH2:18][S:17](=[O:20])[CH2:16][CH2:15]1>CC(C)=O>[NH2:11][C:6]1[N:5]=[C:4]([S:12][CH3:13])[N:3]=[C:2]([N:14]2[CH2:19][CH2:18][S:17](=[O:20])[CH2:16][CH2:15]2)[C:7]=1[N+:8]([O-:10])=[O:9]. Reported procedure: 3.08 gm (0.014 mol) of 4-chloro-6-amino-2-methylthio-5-nitro-pyrimidine were dissolved in 50 ml of acetone, and a solution of 3.2 gm (0.027 mol) of thiomorpholine-1-oxide in 20 ml of acetone was added dropwise at room temperature, while stirring. After stirring the mixture for 1.5 hours more, ice was added to the reaction mixture, and the yellow precipitate formed thereby was suction-filtered off and recrystallized from ethanol. Yield: 78.2% of theory; m.p. 239°-242°C.